Dataset: the Open Reaction Database (ORD), a public repository of structured organic reaction records. Task: describe an organic reaction: reactants, conditions, products, and yield The reactants are CC1(OC(CC(O1)=O)=O)C (2,2-dimethyl-1,3-dioxane-4,6-dione), N1=CC=CC=C1 (pyridine), N(=[N+]=[N-])CCCC(=O)Cl (4-azidobutyric chloride). Run in C(Cl)Cl (CH2Cl2), C(Cl)Cl (CH2Cl2). Conditions: temperature 0 celsius, time 1 hour. The product is N(=[N+]=[N-])CCCC(=O)C1C(OC(OC1=O)(C)C)=O (5-(4-azidobutanoyl)-2,2-dimethyl-1,3-dioxane-4,6-dione), oil. Yield: 92.0%. Reaction SMILES: [CH3:1][C:2]1([CH3:10])[O:7][C:6](=[O:8])[CH2:5][C:4](=[O:9])[O:3]1.N1C=CC=CC=1.[N:17]([CH2:20][CH2:21][CH2:22][C:23](Cl)=[O:24])=[N+:18]=[N-:19]>C(Cl)Cl>[N:17]([CH2:20][CH2:21][CH2:22][C:23]([CH:5]1[C:6](=[O:8])[O:7][C:2]([CH3:10])([CH3:1])[O:3][C:4]1=[O:9])=[O:24])=[N+:18]=[N-:19]. Procedure details: To the solution of 2,2-dimethyl-1,3-dioxane-4,6-dione (3.82 g, 26.5 mmol) and pyridine (4.20 g, 53.0 mmol) in 150 ml of CH2Cl2 was added dropwise a solution of crude 4-azidobutyric chloride (3.90 g, 26.5 mmol) in 30 ml of CH2Cl2 at 0° C. The mixture was stirred at 0° C. for 1 hr then at room temperature for 1 hr. The solution was washed with 0.5N aqueous HCl (60 ml), water (60 ml) followed by brine (60 ml) and dried. After evaporation of solvent, 5-(4-azidobutanoyl)-2,2-dimethyl-1,3-dioxane-4,6-... Reactants: ClC1=C2C=C(C(=NC2=CC=N1)C1=CC=C(C=C1)CN1CCC(CC1)C1=NN=CN1)C1=CC=CC=C1 (5-chloro-3-phenyl-2-(4-{[4-(4H-1,2,4-triazol-3-yl)piperidin-1-yl]methyl}phenyl)-1,6-naphthyridine), NN (hydrazine). The solvent is O1CCOCC1 (1,4-dioxane). Reaction conditions: temperature 100 celsius. Yields the product N(N)C1=C2C=C(C(=NC2=CC=N1)C1=CC=C(C=C1)CN1CCC(CC1)C1=NN=CN1)C1=CC=CC=C1 (5-hydrazino-3-phenyl-2-(4-{[4-(4H-1,2,4-triazol-3-yl)piperidin-1-yl]methyl}phenyl)-1,6-naphthyridine). As a reaction SMILES: Cl[C:2]1[N:11]=[CH:10][CH:9]=[C:8]2[C:3]=1[CH:4]=[C:5]([C:30]1[CH:35]=[CH:34][CH:33]=[CH:32][CH:31]=1)[C:6]([C:12]1[CH:17]=[CH:16][C:15]([CH2:18][N:19]3[CH2:24][CH2:23][CH:22]([C:25]4[NH:29][CH:28]=[N:27][N:26]=4)[CH2:21][CH2:20]3)=[CH:14][CH:13]=1)=[N:7]2.[NH2:36][NH2:37]>O1CCOCC1>[NH:36]([C:2]1[N:11]=[CH:10][CH:9]=[C:8]2[C:3]=1[CH:4]=[C:5]([C:30]1[CH:35]=[CH:34][CH:33]=[CH:32][CH:31]=1)[C:6]([C:12]1[CH:17]=[CH:16][C:15]([CH2:18][N:19]3[CH2:24][CH2:23][CH:22]([C:25]4[NH:29][CH:28]=[N:27][N:26]=4)[CH2:21][CH2:20]3)=[CH:14][CH:13]=1)=[N:7]2)[NH2:37]. Procedure: To a stirred solution of 21-2 (0.4 g, 0.8 mMol) in anhydrous 1,4-dioxane (3 mL) was added hydrazine (0.45 mL, 14.5 mMol). The solution was heated to 100° C. in a microwave reactor for 5 minutes. The solvent was removed in vacuo and was dried azeotropically with toluene three times to yield 21-3.